Dataset: the Open Reaction Database (ORD), a public repository of structured organic reaction records. Task: describe an organic reaction: reactants, conditions, products, and yield Reactants: ClC1=C(C(=O)O)C=C(C=C1)C (2-chloro-5-methylbenzoic acid), CC1=CC=C(C=C1)C(CN)N1CCOCC1 (2-(4-methyl-phenyl)-2-morpholin-4-yl-ethylamine). Product: ClC1=C(C(=O)NCC(C2=CC=C(C=C2)C)N2CCOCC2)C=C(C=C1)C (2-Chloro-5-methyl-N-(2-morpholin-4-yl-2-p-tolyl-ethyl)-benzamide). RXN SMILES: [Cl:1][C:2]1[CH:10]=[CH:9][C:8]([CH3:11])=[CH:7][C:3]=1[C:4]([OH:6])=O.[CH3:12][C:13]1[CH:18]=[CH:17][C:16]([CH:19]([N:22]2[CH2:27][CH2:26][O:25][CH2:24][CH2:23]2)[CH2:20][NH2:21])=[CH:15][CH:14]=1>>[Cl:1][C:2]1[CH:10]=[CH:9][C:8]([CH3:11])=[CH:7][C:3]=1[C:4]([NH:21][CH2:20][CH:19]([N:22]1[CH2:23][CH2:24][O:25][CH2:26][CH2:27]1)[C:16]1[CH:15]=[CH:14][C:13]([CH3:12])=[CH:18][CH:17]=1)=[O:6]. Procedure: From 2-chloro-5-methylbenzoic acid and 2-(4-methyl-phenyl)-2-morpholin-4-yl-ethylamine. Starting materials: ClC=1C=C2C(N(C3(CCN(C=C3)C(=O)OC(C)(C)C)C2=C(C1)Cl)CC1=CC=C(C=C1)OC)=O (tert-Butyl 5,7-dichloro-2-(4-methoxybenzyl)-3-oxo-2′,3′-dihydro-1′H-spiro[isoindoline-1,4′-pyridine]-1′-carboxylate). Run in C(=O)(C(F)(F)F)O (TFA), C(F)(F)(F)S(=O)(=O)O (CF3SO3H). Product: ClC=1C=C2C(NC3(CCNC=C3)C2=C(C1)Cl)=O (5,7-dichloro-2′,3′-dihydro-1′H-spiro[isoindoline-1,4′-pyridin]-3-one). Isolated yield 10.3%. Reaction SMILES: [Cl:1][C:2]1[CH:3]=[C:4]2[C:20](=[C:21]([Cl:23])[CH:22]=1)[C:7]1([CH:12]=[CH:11][N:10](C(OC(C)(C)C)=O)[CH2:9][CH2:8]1)[N:6](CC1C=CC(OC)=CC=1)[C:5]2=[O:33]>C(O)(C(F)(F)F)=O.C(S(O)(=O)=O)(F)(F)F>[Cl:1][C:2]1[CH:3]=[C:4]2[C:20](=[C:21]([Cl:23])[CH:22]=1)[C:7]1([CH:8]=[CH:9][NH:10][CH2:11][CH2:12]1)[NH:6][C:5]2=[O:33]. Reported procedure: tert-Butyl 5,7-dichloro-2-(4-methoxybenzyl)-3-oxo-2′,3′-dihydro-1′H-spiro[isoindoline-1,4′-pyridine]-1′-carboxylate (3.5 g, 7.2 mmol) in TFA (36 mL) and CF3SO3H (4 mL) was heated to 60° C. for 5 h. The solvent was removed and satd aq NaHCO3 was added till pH=7. Then EtOAc was added, the organic layer was washed with brine, dried and concentrated to give the crude product. It was purified by preparative HPLC to give 5,7-dichloro-2′,3′-dihydro-1′H-spiro[isoindoline-1,4′-pyridin]-3-one (0.2 g, 10%)... The reactants are C(=O)(OC(C)(C)C)N(C)[C@H](CO[Si](C)(C)C(C)(C)C)C#C ((S)-2-(N-Boc-N-Methylamino)-1-(-tert-butyldimethylsilyloxy)-but-3-yne), FC=1C(=C2/C(/C(NC2=CC1)=O)=C/C=1NC=CC1OC)I ((Z)-1,3-dihydro-5-fluoro-4-iodo-3-[(3-methoxy-1H-pyrrol-2-yl)methylene]-2H-indol-2-one), FC=1C(=C2/C(/C(NC2=CC1)=O)=C/C=1NC=CC1OC)I ((Z)-1,3-dihydro-5-fluoro-4-iodo-3-[(3-methoxy-1H-pyrrol-2-yl)methylene]-2H-indol-2-one). The reagents and catalysts are C=1C=CC(=CC1)[P](C=2C=CC=CC2)(C=3C=CC=CC3)[Pd]([P](C=4C=CC=CC4)(C=5C=CC=CC5)C=6C=CC=CC6)([P](C=7C=CC=CC7)(C=8C=CC=CC8)C=9C=CC=CC9)[P](C=1C=CC=CC1)(C=1C=CC=CC1)C=1C=CC=CC1 ((Ph3P)4Pd). Solvent: CN(C)C=O (DMF), CCN(CC)CC (Et3N), CCOC(=O)C (EtOAc). Conditions: time 2 hour. The product is FC=1C(=C2/C(/C(NC2=CC1)=O)=C/C=1NC=CC1OC)C#C[C@@H](CO)NC ((S)-(Z)-1,3-Dihydro-5-fluoro-4-[3-methylamino-4-hydroxy-1-butynyl]-3-[(3-methoxy-1H-pyrrol-2-yl)methylene]-2H-indol-2-one). As a reaction SMILES: C([N:8]([C@@H:10]([C:20]#[CH:21])[CH2:11][O:12][Si](C(C)(C)C)(C)C)[CH3:9])(OC(C)(C)C)=O.[F:22][C:23]1[C:24](I)=[C:25]2[C:29](=[CH:30][CH:31]=1)[NH:28][C:27](=[O:32])/[C:26]/2=[CH:33]\[C:34]1[NH:35][CH:36]=[CH:37][C:38]=1[O:39][CH3:40]>CN(C=O)C.CCN(CC)CC.CCOC(C)=O.C1C=CC([P]([Pd]([P](C2C=CC=CC=2)(C2C=CC=CC=2)C2C=CC=CC=2)([P](C2C=CC=CC=2)(C2C=CC=CC=2)C2C=CC=CC=2)[P](C2C=CC=CC=2)(C2C=CC=CC=2)C2C=CC=CC=2)(C2C=CC=CC=2)C2C=CC=CC=2)=CC=1>[F:22][C:23]1[C:24]([C:21]#[C:20][C@H:10]([NH:8][CH3:9])[CH2:11][OH:12])=[C:25]2[C:29](=[CH:30][CH:31]=1)[NH:28][C:27](=[O:32])/[C:26]/2=[CH:33]\[C:34]1[NH:35][CH:36]=[CH:37][C:38]=1[O:39][CH3:40] |^1:63,65,84,103|. Procedure: Using Method C above, (S)-2-(N-Boc-N-methylamino)-1-(tert-butyldimethylsilyloxy)-but-3-yne (190 mg, 0.61 mmol) (Example 115C above) was coupled with (Z)-1,3-dihydro-5-fluoro-4-iodo-3-[(3-methoxy-1H-pyrrol-2-yl)methylene]-2H-indol-2-one (80 mg, 0.21 mmol) (Starting Material 6) using (Ph3P)4Pd (24 mg, 0.02 mmol) and a catalytic amount of Cul in a mixture of DMF (5 mL) and Et3N (5 mL) as solvent at 80° C. for 5.5 hrs. Upon completion, the reaction mixture was diluted with EtOAc and extracted with H... The reactants are CCOc1cc(C(C)(C)C(=O)N(CC)CC)ccc1C1=NC(c2ccc(Cl)cc2)C(c2ccc(Cl)cc2)N1C(=O)N1CCN(CCS(C)(=O)=O)CC1, O=C(CN1CCNCC1)N1CCOCC1. Yields the product CCOc1cc(C(C)(C)C(=O)N(CC)CC)ccc1C1=NC(c2ccc(Cl)cc2)C(c2ccc(Cl)cc2)N1C(=O)N1CCN(CC(=O)N2CCOCC2)CC1. Reaction SMILES: [Cl:1][c:2]1[cH:3][cH:4][c:5]([CH:8]2[N:9]=[C:10]([c:34]3[c:35]([O:50][CH2:51][CH3:52])[cH:36][c:37]([C:40]([C:41](=[O:42])[N:43]([CH2:44][CH3:45])[CH2:46][CH3:47])([CH3:48])[CH3:49])[cH:38][cH:39]3)[N:11]([C:20](=[O:21])[N:22]3[CH2:23][CH2:24][N:25]([CH2:26][CH2:27][S:28]([CH3:29])(=[O:30])=[O:31])[CH2:32][CH2:33]3)[CH:12]2[c:13]2[cH:14][cH:15][c:16]([Cl:19])[cH:17][cH:18]2)[cH:6][cH:7]1.[O:53]1[CH2:54][CH2:55][N:56]([C:59]([CH2:60][N:61]2[CH2:62][CH2:63][NH:64][CH2:65][CH2:66]2)=[O:67])[CH2:57][CH2:58]1>>[Cl:1][c:2]1[cH:3][cH:4][c:5]([CH:8]2[N:9]=[C:10]([c:34]3[c:35]([O:50][CH2:51][CH3:52])[cH:36][c:37]([C:40]([C:41](=[O:42])[N:43]([CH2:44][CH3:45])[CH2:46][CH3:47])([CH3:48])[CH3:49])[cH:38][cH:39]3)[N:11]([C:20](=[O:21])[N:64]3[CH2:63][CH2:62][N:61]([CH2:60][C:59]([N:56]4[CH2:55][CH2:54][O:53][CH2:58][CH2:57]4)=[O:67])[CH2:66][CH2:65]3)[CH:12]2[c:13]2[cH:14][cH:15][c:16]([Cl:19])[cH:17][cH:18]2)[cH:6][cH:7]1. Reactants: [Li+].[OH-] (LiOH), COC(CNC(=O)C1=CC=C(C2=CC=CC=C12)C1=NOC(C1)(C(F)(F)F)C1=CC(=CC(=C1)C(F)(F)F)C(F)(F)F)=O (N-[[4-[5-[3,5-bis(trifluoromethyl)phenyl]-4,5-dihydro-5-(trifluoromethyl)-3-isoxazolyl]-1-naphthalenyl]carbonyl]glycine methyl ester), COC(CNC(=O)C1=CC=C(C2=CC=CC=C12)C1=NOC(C1)(C(F)(F)F)C1=CC(=CC(=C1)C(F)(F)F)C(F)(F)F)=O (N-[[4-[5-[3,5-bis(trifluoromethyl)phenyl]-4,5-dihydro-5-(trifluoromethyl)-3-isoxazolyl]-1-naphthalenyl]carbonyl]glycine methyl ester). Run in O1CCCC1 (tetrahydrofuran), O (water). As a reaction SMILES: [Li+].[OH-].C[O:4][C:5](=[O:43])[CH2:6][NH:7][C:8]([C:10]1[C:19]2[C:14](=[CH:15][CH:16]=[CH:17][CH:18]=2)[C:13]([C:20]2[CH2:24][C:23]([C:29]3[CH:34]=[C:33]([C:35]([F:38])([F:37])[F:36])[CH:32]=[C:31]([C:39]([F:42])([F:41])[F:40])[CH:30]=3)([C:25]([F:28])([F:27])[F:26])[O:22][N:21]=2)=[CH:12][CH:11]=1)=[O:9]>O1CCCC1.O>[F:38][C:35]([F:36])([F:37])[C:33]1[CH:34]=[C:29]([C:23]2([C:25]([F:26])([F:27])[F:28])[O:22][N:21]=[C:20]([C:13]3[C:14]4[C:19](=[CH:18][CH:17]=[CH:16][CH:15]=4)[C:10]([C:8]([NH:7][CH2:6][C:5]([OH:43])=[O:4])=[O:9])=[CH:11][CH:12]=3)[CH2:24]2)[CH:30]=[C:31]([C:39]([F:40])([F:42])[F:41])[CH:32]=1 |f:0.1|. Procedure details: An aqueous solution of LiOH (300 mg, in 10 mL of H2O) was added to a stirred solution of N-[[4-[5-[3,5-bis(trifluoromethyl)phenyl]-4,5-dihydro-5-(trifluoromethyl)-3-isoxazolyl]-1-naphthalenyl]carbonyl]glycine methyl ester (i.e. the product of Step B, 850 mg) in tetrahydrofuran (10 mL). After stirring at room temperature for 1 h, the reaction mixture was diluted with water and extracted with hexane. The aqueous layer was acidified with 6.0 N HCl to pH 2, and a white precipitate formed. The aqueou... Conditions: time 1 hour. The product is FC(C=1C=C(C=C(C1)C(F)(F)F)C1(CC(=NO1)C1=CC=C(C2=CC=CC=C12)C(=O)NCC(=O)O)C(F)(F)F)(F)F (N-[[4-[5-[3,5-bis(trifluoromethyl)phenyl]-4,5-dihydro-5-(trifluoromethyl)-3-isoxazolyl]-1-naphthalenyl]carbonyl]glycine).